Dataset: the Open Reaction Database (ORD), a public repository of structured organic reaction records. Task: describe an organic reaction: reactants, conditions, products, and yield Starting materials: ClCCl, CCCn1cc(Cc2ccc(C(=O)OC)cc2OC)c2cc(C=COC)ccc21, CO, O, Cc1ccc(S(=O)(=O)O)cc1. Yields the product CCCn1cc(Cc2ccc(C(=O)OC)cc2OC)c2cc(CC(OC)OC)ccc21. RXN SMILES: [CH2:44]([Cl:45])[Cl:46].[CH3:13][O:14][CH:15]=[CH:16][c:17]1[cH:18][c:19]2[c:20]([CH2:29][c:30]3[c:31]([O:40][CH3:41])[cH:32][c:33]([C:34](=[O:35])[O:36][CH3:37])[cH:38][cH:39]3)[cH:21][n:22]([CH2:26][CH2:27][CH3:28])[c:23]2[cH:24][cH:25]1.[CH3:42][OH:43].[OH2:1].[c:2]1([CH3:3])[cH:4][cH:5][c:6]([S:7]([OH:8])(=[O:9])=[O:10])[cH:11][cH:12]1>>[O:1]([CH:15]([O:14][CH3:13])[CH2:16][c:17]1[cH:18][c:19]2[c:20]([CH2:29][c:30]3[c:31]([O:40][CH3:41])[cH:32][c:33]([C:34](=[O:35])[O:36][CH3:37])[cH:38][cH:39]3)[cH:21][n:22]([CH2:26][CH2:27][CH3:28])[c:23]2[cH:24][cH:25]1)[CH3:42].